The task is: describe an organic reaction: reactants, conditions, products, and yield. This data is from the Open Reaction Database (ORD), a public repository of structured organic reaction records. The reactants are CC(C)(CCCO[Si](C)(C)C(C)(C)C)NC(=O)OC(C)(C)C, CI, [H-], [H][H], [Na+], CN(C)C=O. Yields the product CN(C(=O)OC(C)(C)C)C(C)(C)CCCO[Si](C)(C)C(C)(C)C. RXN SMILES: [C:1]([CH3:2])([CH3:3])([CH3:4])[Si:5]([O:6][CH2:7][CH2:8][CH2:9][C:10]([CH3:11])([CH3:12])[NH:13][C:14]([O:15][C:16]([CH3:17])([CH3:18])[CH3:19])=[O:20])([CH3:21])[CH3:22].[CH3:27][I:28].[H-:24].[H:25][H:26].[Na+:23].[O:29]=[CH:30][N:31]([CH3:32])[CH3:33]>>[C:1]([CH3:2])([CH3:3])([CH3:4])[Si:5]([O:6][CH2:7][CH2:8][CH2:9][C:10]([CH3:11])([CH3:12])[N:13]([C:14]([O:15][C:16]([CH3:17])([CH3:18])[CH3:19])=[O:20])[CH3:27])([CH3:21])[CH3:22]. Starting materials: C(=O)(OC(C)(C)C)NN1C2=C(C3=C(CC1=O)C=CC=C3)C=CC=C2 (5-(N-Boc-amino)-5,7-dihydro-6H-dibenz[b,d]azepin-6-one), ClCC(C(C)(C)C)=O (1-chloro-3,3-dimethyl-2-butanone), CN(C)C=O (DMF), C(=O)([O-])[O-].[Cs+].[Cs+] (Cs2CO3). Run in C(Cl)Cl (CH2Cl2). Reaction conditions: temperature 60 celsius, time 17 hour. Yields the product Cl.NN1C2=C(C3=C(C(C1=O)CC(C(C)(C)C)=O)C=CC=C3)C=CC=C2 (5-Amino-7-(3,3-dimethyl-2-butanonyl)-5,7-dihydro-6H-dibenz[b,d]azepin-6-one Hydrochloride). As a reaction SMILES: C([NH:8][N:9]1[C:15](=[O:16])[CH2:14][C:13]2[CH:17]=[CH:18][CH:19]=[CH:20][C:12]=2[C:11]2[CH:21]=[CH:22][CH:23]=[CH:24][C:10]1=2)(OC(C)(C)C)=O.CN(C=O)C.C([O-])([O-])=O.[Cs+].[Cs+].[Cl:36][CH2:37][C:38](=[O:43])[C:39]([CH3:42])([CH3:41])[CH3:40]>C(Cl)Cl>[ClH:36].[NH2:8][N:9]1[C:15](=[O:16])[CH:14]([CH2:37][C:38](=[O:43])[C:39]([CH3:42])([CH3:41])[CH3:40])[C:13]2[CH:12]=[CH:20][CH:19]=[CH:18][C:17]=2[C:24]2[CH:23]=[CH:22][CH:21]=[CH:11][C:10]1=2 |f:2.3.4,7.8|. Procedure: A solution of 5-(N-Boc-amino)-5,7-dihydro-6H-dibenz[b,d]azepin-6-one (0.2 g, 0.617 mmol) (Example 7-E) in. DMF was treated with Cs2CO3 (0.3 g, 0.925 mmol) and warmed to 60° C. To the reaction mixture was added 1-chloro-3,3-dimethyl-2-butanone (0.096 ml, 0.74 mmol) (Aldrich) and stirring continued for 17 h. After cooling to 23° C., the mixture was diluted with CH2Cl2, washed with several portions of brine and dried over Na2SO4. The title compound was isolated as a colorless solid. Starting materials: O (water), Iv, C(CCCC)(=O)Cl (valeroyl chloride), CNC(CNCC1=C(C(=C(C(=C1I)N)I)C(=O)O)I)=O (N-(3-carboxy-5-amino-2,4,6-triiodobenzyl)-glycine methylamide). Run in CC(=O)N(C)C (dimethylacetamide). Run at time 8 hour. The product is CNC(CNC(C1=C(C(=C(C(=C1I)NC(CCCC)=O)I)C(=O)O)I)=O)=O (N-(3-Carboxy-5-valeroylamino-2,4,6-triiodobenzoyl)-glycine Methylamide). As a reaction SMILES: [OH2:1].[C:2](Cl)(=[O:7])[CH2:3][CH2:4][CH2:5][CH3:6].[CH3:9][NH:10][C:11](=[O:28])[CH2:12][NH:13][CH2:14][C:15]1[C:20]([I:21])=[C:19]([NH2:22])[C:18]([I:23])=[C:17]([C:24]([OH:26])=[O:25])[C:16]=1[I:27]>CC(N(C)C)=O>[CH3:9][NH:10][C:11](=[O:28])[CH2:12][NH:13][C:14](=[O:1])[C:15]1[C:20]([I:21])=[C:19]([NH:22][C:2](=[O:7])[CH2:3][CH2:4][CH2:5][CH3:6])[C:18]([I:23])=[C:17]([C:24]([OH:26])=[O:25])[C:16]=1[I:27]. Procedure: Under agitation and water cooling, 31.5 ml. of valeroyl chloride is added dropwise to 45.8 g. (0.073 mole) of N-(3-carboxy-5-amino-2,4,6-triiodobenzyl)-glycine methylamide (Iv a), m.p. 252°-253° C. (under decomposition), in 120 ml. of dimethylacetamide. After agitating the reaction mixture overnight at room temprature, the product is precipitated by adding water; then, the product is vacuum-filtered and purified by dissolving the corresponding sodium salt and separation of the free acid by the a... The reactants are ClC1=C(C=C(C(=C1)Cl)C)N=C=O (2,4-dichloro-5-methylphenyl isocyanate), C[Si](C)(C)N=[N+]=[N-] (trimethylsilyl azide). Product: ClC1=C(C=C(C(=C1)Cl)C)N1N=NNC1=O (1-(2,4-dichloro-5-methylphenyl)-1,4-dihydro-5H-tetrazol-5-one). The yield is 27.3%. As a reaction SMILES: [Cl:1][C:2]1[CH:7]=[C:6]([Cl:8])[C:5]([CH3:9])=[CH:4][C:3]=1[N:10]=[C:11]=[O:12].C[Si]([N:17]=[N+:18]=[N-:19])(C)C>>[Cl:1][C:2]1[CH:7]=[C:6]([Cl:8])[C:5]([CH3:9])=[CH:4][C:3]=1[N:10]1[C:11](=[O:12])[NH:19][N:18]=[N:17]1. Reported procedure: In the manner of Example 1, Step A, the reaction of 3.4 g (0.016 mole) of 2,4-dichloro-5-methylphenyl isocyanate and 3.6 g (0.031 mole) of trimethylsilyl azide produced 1.07 g of 1-(2,4-dichloro-5-methylphenyl)-1,4-dihydro-5H-tetrazol-5-one as a solid, mp 135°-137° C. Reactants: CC(=O)C.OS(=O)(=O)O.O=[Cr](=O)=O (Jones reagent), C[C@@]12COC[C@H]1[C@@H]1CC=C3C[C@H](CC[C@]3(C)[C@H]1CC2)O (16-oxaandrost-5-en-3β-ol), CC(=O)C (acetone), C([O-])(O)=O.[Na+] (sodium bicarbonate). Solvent: CC(C)O (2-propanol). Reaction conditions: time 30 minute. Yields the product C[C@@]12COC[C@H]1[C@@H]1CC(C3=CC(CC[C@]3(C)[C@H]1CC2)=O)=O (16-oxaandrost-4-ene-3,6-dione). As a reaction SMILES: CC(C)=[O:3].OS(O)(=O)=O.O=[Cr](=O)=O.[CH3:14][C@:15]12[CH2:32][CH2:31][C@H:30]3[C@@H:20]([CH2:21][CH:22]=[C:23]4[C@:28]3([CH3:29])[CH2:27][CH2:26][C@H:25]([OH:33])[CH2:24]4)[C@@H:19]1[CH2:18][O:17][CH2:16]2.CC(C)=O.C(=O)(O)[O-].[Na+]>CC(O)C>[CH3:14][C@:15]12[CH2:32][CH2:31][C@H:30]3[C@@H:20]([CH2:21][C:22](=[O:3])[C:23]4[C@:28]3([CH3:29])[CH2:27][CH2:26][C:25](=[O:33])[CH:24]=4)[C@@H:19]1[CH2:18][O:17][CH2:16]2 |f:0.1.2,5.6|. Reported procedure: 30 μl of Jones reagent was added dropwise at 0° C. to a mixture of 10 mg of 16-oxaandrost-5-en-3β-ol and 0.5 ml of acetone, and the mixture was stirred at room temperature for 30 minutes. 2-propanol and 5% aqueous sodium bicarbonate solution were added to the reaction mixture and the insoluble matters were removed by filtration. The filtrate was concentrated under reduced pressure, water was added, and the product was extracted with ethyl acetate. The extract was washed with saturated saline and... Reactants: CCN=C=NCCCN(C)C, COc1cccc(OC2=CC(=O)N(C(CC(C)C)C(=O)O)C2)c1Cl, ClCCl, CC(C)(O)Cn1ccc(N)n1, On1nnc2ccccc21. Yields the product COc1cccc(OC2=CC(=O)N(C(CC(C)C)C(=O)Nc3ccn(CC(C)(C)O)n3)C2)c1Cl. As a reaction SMILES: [CH3:25][N:26]([CH3:27])[CH2:28][CH2:29][CH2:30][N:31]=[C:32]=[N:33][CH2:34][CH3:35].[Cl:1][c:2]1[c:3]([O:4][C:5]2=[CH:6][C:7](=[O:18])[N:8]([CH:10]([C:11](=[O:12])[OH:13])[CH2:14][CH:15]([CH3:16])[CH3:17])[CH2:9]2)[cH:19][cH:20][cH:21][c:22]1[O:23][CH3:24].[Cl:57][CH2:58][Cl:59].[NH2:46][c:47]1[n:48][n:49]([CH2:52][C:53]([CH3:54])([OH:55])[CH3:56])[cH:50][cH:51]1.[OH:36][n:37]1[c:38]2[cH:39][cH:40][cH:41][cH:42][c:43]2[n:44][n:45]1>>[Cl:1][c:2]1[c:3]([O:4][C:5]2=[CH:6][C:7](=[O:18])[N:8]([CH:10]([C:11](=[O:13])[NH:46][c:47]3[n:48][n:49]([CH2:52][C:53]([CH3:54])([OH:55])[CH3:56])[cH:50][cH:51]3)[CH2:14][CH:15]([CH3:16])[CH3:17])[CH2:9]2)[cH:19][cH:20][cH:21][c:22]1[O:23][CH3:24]. RXN SMILES: [C:26](=[O:27])([O-:28])[O-:29].[CH3:74][c:75]1[cH:76][cH:77][cH:78][cH:79][cH:80]1.[Cs+:30].[Cs+:31].[F:1][C:2]([F:3])([F:4])[S:5]([O:6][c:7]1[c:8]([C:9](=[O:10])[O:11][CH3:12])[cH:13][cH:14][cH:15][n:16]1)(=[O:17])=[O:18].[NH2:19][c:20]1[n:21][o:22][c:23]([CH3:25])[cH:24]1.[O:101]=[C:102]([CH:103]=[CH:104][c:105]1[cH:106][cH:107][cH:108][cH:109][cH:110]1)[CH:111]=[CH:112][c:113]1[cH:114][cH:115][cH:116][cH:117][cH:118]1.[O:119]=[C:120]([CH:121]=[CH:122][c:123]1[cH:124][cH:125][cH:126][cH:127][cH:128]1)[CH:129]=[CH:130][c:131]1[cH:132][cH:133][cH:134][cH:135][cH:136]1.[O:83]=[C:84]([CH:85]=[CH:86][c:87]1[cH:88][cH:89][cH:90][cH:91][cH:92]1)[CH:93]=[CH:94][c:95]1[cH:96][cH:97][cH:98][cH:99][cH:100]1.[Pd:81].[Pd:82].[c:32]1([P:33]([c:34]2[cH:35][cH:36][cH:37][cH:38][cH:39]2)[c:40]2[c:41]3[c:65]([cH:66][cH:67][cH:68]2)[C:62]([CH3:63])([CH3:64])[c:44]2[c:43]([c:48]([P:49]([c:50]4[cH:51][cH:52][cH:53][cH:54][cH:55]4)[c:56]4[cH:57][cH:58][cH:59][cH:60][cH:61]4)[cH:47][cH:46][cH:45]2)[O:42]3)[cH:69][cH:70][cH:71][cH:72][cH:73]1>>[c:7]1([NH:19][c:20]2[n:21][o:22][c:23]([CH3:25])[cH:24]2)[c:8]([C:9](=[O:10])[O:11][CH3:12])[cH:13][cH:14][cH:15][n:16]1. Product: COC(=O)c1cccnc1Nc1cc(C)on1. The reactants are O=C([O-])[O-], Cc1ccccc1, [Cs+], [Cs+], COC(=O)c1cccnc1OS(=O)(=O)C(F)(F)F, Cc1cc(N)no1, O=C(C=Cc1ccccc1)C=Cc1ccccc1, O=C(C=Cc1ccccc1)C=Cc1ccccc1, O=C(C=Cc1ccccc1)C=Cc1ccccc1, [Pd], [Pd], CC1(C)c2cccc(P(c3ccccc3)c3ccccc3)c2Oc2c(P(c3ccccc3)c3ccccc3)cccc21.